Dataset: the Open Reaction Database (ORD), a public repository of structured organic reaction records. Task: describe an organic reaction: reactants, conditions, products, and yield Reactants: C1=NC=CC2=C1CC=1C=CN=CC1C2 (5,10-dihydro-pyrido[3,4-g]isoquinoline). Reagents/catalysts: [Pd] (palladium-on-charcoal). The solvent is COC(COCC(OC)OC)OC (dimethoxyethyl ether). Product: C1=NC=CC=2C1=CC=1C=CN=CC1C2 (pyrido[3,4-g]isoquinoline). Reaction SMILES: [CH:1]1[C:6]2[CH2:7][C:8]3[CH:9]=[CH:10][N:11]=[CH:12][C:13]=3[CH2:14][C:5]=2[CH:4]=[CH:3][N:2]=1>COC(OC)COCC(OC)OC.[Pd]>[CH:12]1[C:13]2=[CH:14][C:5]3[CH:4]=[CH:3][N:2]=[CH:1][C:6]=3[CH:7]=[C:8]2[CH:9]=[CH:10][N:11]=1. Reported procedure: 1.6 g of 5,10-dihydro-pyrido[3,4-g]isoquinoline and 0.32 g of palladium-on-charcoal was dispersed and mixed in 100 cc of dimethoxyethyl ether, and refluxed for 15 hours under argon atmosphere. After the filtration of palladium-on-charcoal and solvent was evaporated to obtain crude pyrido[3,4-g]isoquinoline. The product was purified by preparative liquid chromatography (gel; R-055-15, S16SIL, YMC Ltd., developing solvent; ethyl alcohol/benzene=3/7). The yield of the compound was 1.3 g (95%) and i... The reactants are CC1=CC=CC(=N1)NC1=NC=CC=C1 (6-methyl-N-pyridin-2-ylpyridin-2-amine), BrC1=NC=CC=C1 (2-bromopyridine), C([O-])([O-])=O.[Na+].[Na+] (sodium carbonate), [Br-].[K+] (potassium bromide). Reagents/catalysts: [Cu] (copper bronze). The solvent is O (water). Run at time 10 hour. Yields the product CC1=CC=CC(=N1)CNC1=NC=CC=C1 (N-(6-Methylpyridin-2-ylmethyl)pyridin-2-amine). Reaction SMILES: C[C:2]1[N:7]=[C:6]([NH:8][C:9]2C=CC=CN=2)[CH:5]=[CH:4][CH:3]=1.Br[C:16]1[CH:21]=[CH:20][CH:19]=[CH:18][N:17]=1.[C:22](=O)([O-])[O-].[Na+].[Na+].[Br-].[K+]>[Cu].O>[CH3:22][C:18]1[N:17]=[C:16]([CH2:9][NH:8][C:6]2[CH:5]=[CH:4][CH:3]=[CH:2][N:7]=2)[CH:21]=[CH:20][CH:19]=1 |f:2.3.4,5.6|. Procedure details: To a flask were added 3.7 g of 6-methyl-N-pyridin-2-ylpyridin-2-amine, 9.4 g of 2-bromopyridine, 2.0 g of sodium carbonate, 0.05 g of copper bronze, 0.01 g of potassium bromide, and 5 ml of mesytylene. After stirring under nitrogen at 160 C for 10 hours, the mixture was cooled to 22 C, and 35 ml of water was added and the product was extracted with 75 ml ethyl acetate. After washing twice with 30 ml of water, the solvent was removed, and the product was purified by silica gel chromatography usin... The reactants are CCOC(C)=O, CC(=O)O, CNc1cc(Sc2ccc(Cl)cc2Cn2cncn2)ccc1[N+](=O)[O-], [Zn]. The product is CNc1cc(Sc2ccc(Cl)cc2Cn2cncn2)ccc1N. Reaction SMILES: [CH3:26][CH2:27][O:28][C:29](=[O:30])[CH3:31].[CH3:32][C:33](=[O:34])[OH:35].[Cl:1][c:2]1[cH:3][c:4]([CH2:20][n:21]2[n:22][cH:23][n:24][cH:25]2)[c:5]([S:8][c:9]2[cH:10][cH:11][c:12]([N+:17]([O-:18])=[O:19])[c:13]([NH:14][CH3:15])[cH:16]2)[cH:6][cH:7]1.[Zn:36]>>[Cl:1][c:2]1[cH:3][c:4]([CH2:20][n:21]2[n:22][cH:23][n:24][cH:25]2)[c:5]([S:8][c:9]2[cH:10][cH:11][c:12]([NH2:17])[c:13]([NH:14][CH3:15])[cH:16]2)[cH:6][cH:7]1.